This data is from the Open Reaction Database (ORD), a public repository of structured organic reaction records. The task is: describe an organic reaction: reactants, conditions, products, and yield Reactants: Br, Br, O=C([O-])O, CCOC(C)=O, CCCCO, CC(C)OC(C)C, CN1CC(CCCCCl)OC1=O, [I-], [K+], [Na+], Oc1ccccc1N1CCNCC1. Yields the product CN1CC(CCCCN2CCN(c3ccccc3O)CC2)OC1=O. RXN SMILES: [BrH:13].[BrH:14].[C:28](=[O:29])([OH:30])[O-:31].[C:42]([O:43][CH2:44][CH3:45])(=[O:46])[CH3:47].[CH2:48]([OH:49])[CH2:50][CH2:51][CH3:52].[CH:35]([O:36][CH:37]([CH3:38])[CH3:39])([CH3:40])[CH3:41].[Cl:1][CH2:2][CH2:3][CH2:4][CH2:5][CH:6]1[CH2:7][N:8]([CH3:12])[C:9](=[O:11])[O:10]1.[I-:34].[K+:33].[Na+:32].[OH:15][c:16]1[c:17]([N:22]2[CH2:23][CH2:24][NH:25][CH2:26][CH2:27]2)[cH:18][cH:19][cH:20][cH:21]1>>[CH2:2]([CH2:3][CH2:4][CH2:5][CH:6]1[CH2:7][N:8]([CH3:12])[C:9](=[O:11])[O:10]1)[N:25]1[CH2:24][CH2:23][N:22]([c:17]2[c:16]([OH:15])[cH:21][cH:20][cH:19][cH:18]2)[CH2:27][CH2:26]1. Reactants: NC1=NC(=C(C(=N1)C=1OC=CC1)C#N)S(=O)(=O)C (2-amino-4-furan-2-yl-6-methanesulfonyl-pyrimidine-5-carbonitrile), M—C6H5CH═CH2, ( 21 ), C(CC1=CC=CC=C1)O (phenethyl alcohol), C1CCC2=NCCCN2CC1 (DBU). The solvent is COCCOC (DME). Product: NC1=NC(=C(C(=N1)C=1OC=CC1)C#N)OCCC1=CC=CC=C1 (2-Amino-4-furan-2-yl-6-phenethyloxy-pyrimidine-5-carbonitrile). RXN SMILES: [NH2:1][C:2]1[N:7]=[C:6]([C:8]2[O:9][CH:10]=[CH:11][CH:12]=2)[C:5]([C:13]#[N:14])=[C:4](S(C)(=O)=O)[N:3]=1.[CH2:19]([OH:27])[CH2:20][C:21]1[CH:26]=[CH:25][CH:24]=[CH:23][CH:22]=1.C1CCN2C(=NCCC2)CC1>COCCOC>[NH2:1][C:2]1[N:7]=[C:6]([C:8]2[O:9][CH:10]=[CH:11][CH:12]=2)[C:5]([C:13]#[N:14])=[C:4]([O:27][CH2:19][CH2:20][C:21]2[CH:26]=[CH:25][CH:24]=[CH:23][CH:22]=2)[N:3]=1. Reported procedure: From 2-amino-4-furan-2-yl-6-methanesulfonyl-pyrimidine-5-carbonitrile, phenethyl alcohol and DBU in DME. EI-MS m/e (%): 306 (M+, 4), 202 ([M—C6H5CH═CH2]+, 48), 104 (21). Starting materials: NC1=NC2=CC=CC=C2C(=C1)Br (2-amino-4-bromoquinoline), [H-].[Na+] (NaH), O (water), C(C1=CC=CC=C1)Br (benzyl bromide). Run in C1CCOC1 (THF). Run at time 30 minute. Product: BrC1=CC(=NC2=CC=CC=C12)N(CC1=CC=CC=C1)CC1=CC=CC=C1 (4-Bromo-N,N-dibenzyl-2-quinolineamine). The yield is 185.2%. Reaction SMILES: [NH2:1][C:2]1[CH:11]=[C:10]([Br:12])[C:9]2[C:4](=[CH:5][CH:6]=[CH:7][CH:8]=2)[N:3]=1.[H-].[Na+].[CH2:15](Br)[C:16]1[CH:21]=[CH:20][CH:19]=[CH:18][CH:17]=1.O>C1COCC1>[Br:12][C:10]1[C:9]2[C:4](=[CH:5][CH:6]=[CH:7][CH:8]=2)[N:3]=[C:2]([N:1]([CH2:10][C:9]2[CH:4]=[CH:5][CH:6]=[CH:7][CH:8]=2)[CH2:15][C:16]2[CH:21]=[CH:20][CH:19]=[CH:18][CH:17]=2)[CH:11]=1 |f:1.2|. Procedure: A solution of 2-amino-4-bromoquinoline (244 mg, 1.09 mmol) in THF (5 mL) at 0° C. was treated with NaH (96 mg, 60% dispersion in oil, 2.4 mmol), stirred for 30 min, treated with benzyl bromide (0.335 mL, 2.4 mmol), stirred at room temperature for 3 days, poured into water (30 mL), extracted with EtOAc (2×10 mL), dried (MgSO4), concentrated in vacuo, purified by chromatography [SiO2; heptane-EtOAc (10:1)] and the resulting solid recystallised (MeOH) to give the product (407 mg, 99%) as a white cr...